Dataset: the Open Reaction Database (ORD), a public repository of structured organic reaction records. Task: describe an organic reaction: reactants, conditions, products, and yield The reactants are BrC1=C(C(OC1C)(C)C)OC(C)=O (acetic acid 4-bromo-2,2,5-trimethyl-2,5-dihydrofuran-3-yl ester), BrBr (bromine). Run in C(Cl)(Cl)Cl (chloroform), C(Cl)(Cl)Cl (chloroform). Run at time 30 minute. The product is BrC1C(C(OC1C)(C)C)=O (4-bromo-2,2,5-trimethyldihydro-furan-3-one). Yield: 103.2%. RXN SMILES: [Br:1][C:2]1[CH:6]([CH3:7])[O:5][C:4]([CH3:9])([CH3:8])[C:3]=1[O:10]C(=O)C.BrBr>C(Cl)(Cl)Cl>[Br:1][CH:2]1[CH:6]([CH3:7])[O:5][C:4]([CH3:9])([CH3:8])[C:3]1=[O:10]. Reported procedure: To a solution of acetic acid 4-bromo-2,2,5-trimethyl-2,5-dihydrofuran-3-yl ester (19.14 g, 0.11 mol) (described in T. Hiyama et al. Bull. Chem. Soc. Jpn., 56, 3078-3087 (1983)) in anhydrous chloroform (75 ml) at −20° C. is added a solution of bromine (18.00 g, 0.11 mol) in anhydrous chloroform (200 ml) dropwise over 45 minutes. After stirring at this temperature for 30 minutes the reaction mixture was allowed to warm to room temperature, then further stirred for 1 hour. After dilution with chlor...